From a dataset of the Open Reaction Database (ORD), a public repository of structured organic reaction records. describe an organic reaction: reactants, conditions, products, and yield The reactants are CC1=NC(=CC=C1CO)C ((2,6-dimethylpyridin-3-yl)methanol), O=S(Cl)Cl (SOCl2). Yields the product ClCC=1C(=NC(=CC1)C)C (3-(chloromethyl)-2,6-dimethylpyridine). Reaction SMILES: [CH3:1][C:2]1[C:7]([CH2:8]O)=[CH:6][CH:5]=[C:4]([CH3:10])[N:3]=1.O=S(Cl)[Cl:13]>>[Cl:13][CH2:8][C:7]1[C:2]([CH3:1])=[N:3][C:4]([CH3:10])=[CH:5][CH:6]=1. Reported procedure: The solution of compound (2,6-dimethylpyridin-3-yl)methanol (0.76 g, 5.6 mmol) in SOCl2 (5 mL) was stirred at room temperature for 1 hour and then concentrated to give the crude product 3 which was used for next step directly without further purification. LCMS (ESI) m/z=156.1 (M+H)+. Reactants: IC1=CC=C(C(=O)N(C2=CC=CC=C2)CCC2=CC(=CC=C2)OC)C=C1 (4-iodo-N-[2-(3-methoxy-phenyl)-ethyl]-N-phenyl-benzamide), final residue, C(Cl)Cl (CH2Cl2). The solvent is C(Cl)Cl.CO (CH2Cl2 MeOH). The product is IC1=CC=C(C=C1)C1N(CCC2=CC(=CC=C12)OC)C1=CC=CC=C1 (1-(4-Iodo-phenyl)-6-methoxy-2-phenyl-1,2,3,4-tetrahydroisoquinoline). As a reaction SMILES: [I:1][C:2]1[CH:26]=[CH:25][C:5]([C:6]([N:8]([CH2:15][CH2:16][C:17]2[CH:22]=[CH:21][CH:20]=[C:19]([O:23][CH3:24])[CH:18]=2)[C:9]2[CH:14]=[CH:13][CH:12]=[CH:11][CH:10]=2)=O)=[CH:4][CH:3]=1.C(Cl)Cl>C(Cl)Cl.CO>[I:1][C:2]1[CH:26]=[CH:25][C:5]([CH:6]2[C:22]3[C:17](=[CH:18][C:19]([O:23][CH3:24])=[CH:20][CH:21]=3)[CH2:16][CH2:15][N:8]2[C:9]2[CH:14]=[CH:13][CH:12]=[CH:11][CH:10]=2)=[CH:4][CH:3]=1 |f:2.3|. Procedure: The title compound was prepared by analogy to Preparation 65 except that 4-iodo-N-[2-(3-methoxy-phenyl)-ethyl]-N-phenyl-benzamide was used instead of 4-methoxy-N-[2-(3-methoxy-phenyl)-ethyl]-N-phenyl-benzamide, and the final residue was subjected to flash chromatography using a gradient from neat CH2Cl2 to CH2Cl2:MeOH 60:1. Reactants: CC(C)([O-])C.[Na+] (sodium tert-butoxide), ClC1=NC=C(C=C1NC(OC(C)(C)C)=O)Cl (tert-butyl 2,5-dichloropyridin-3-ylcarbamate), Cl.C(C1=CC=CC=C1)OC1=CC=C(N)C=C1 (4-benzyloxyaniline hydrochloride), CC1(C2=CC=CC(=C2OC=2C(=CC=CC12)P(C1=CC=CC=C1)C1=CC=CC=C1)P(C1=CC=CC=C1)C1=CC=CC=C1)C (9,9-dimethyl-4,5-bis(diphenylphosphino)xanthene), [Cl-].[Cl-].[Ca+2] (CaCl2), IC(C)C (2-iodopropane), [H-].[Na+] (NaH). The reagents and catalysts are C=1C=CC(=CC1)/C=C/C(=O)/C=C/C2=CC=CC=C2.C=1C=CC(=CC1)/C=C/C(=O)/C=C/C2=CC=CC=C2.C=1C=CC(=CC1)/C=C/C(=O)/C=C/C2=CC=CC=C2.[Pd].[Pd] (Pd2(dba)3). The solvent is C1(=CC=CC=C1)C (toluene), CC(C)O (2-propanol), CO (MeOH), CN(C)C=O (DMF). The product is C(C1=CC=CC=C1)OC1=CC=C(C=C1)N1C(N(C=2C1=NC=C(C2)Cl)C(C)C)=O (3-[4-(benzyloxy)phenyl]-6-chloro-1-(1-methylethyl)-1,3-dihydro-2H-imidazo[4,5-b]pyridin-2-one). The yield is 62.4%. As a reaction SMILES: Cl[C:2]1[C:7]([NH:8][C:9](=[O:15])OC(C)(C)C)=[CH:6][C:5]([Cl:16])=[CH:4][N:3]=1.Cl.[CH2:18]([O:25][C:26]1[CH:32]=[CH:31][C:29]([NH2:30])=[CH:28][CH:27]=1)[C:19]1[CH:24]=[CH:23][CH:22]=[CH:21][CH:20]=1.[CH3:33][C:34]1(C)C2C=CC=C(P(C3C=CC=CC=3)C3C=CC=CC=3)C=2OC2[C:35]1=CC=CC=2P(C1C=CC=CC=1)C1C=CC=CC=1.CC(C)([O-])C.[Na+].IC(C)C.[H-].[Na+].[Cl-].[Cl-].[Ca+2]>C1(C)C=CC=CC=1.CN(C=O)C.CO.C1C=CC(/C=C/C(/C=C/C2C=CC=CC=2)=O)=CC=1.C1C=CC(/C=C/C(/C=C/C2C=CC=CC=2)=O)=CC=1.C1C=CC(/C=C/C(/C=C/C2C=CC=CC=2)=O)=CC=1.[Pd].[Pd].CC(O)C>[CH2:18]([O:25][C:26]1[CH:27]=[CH:28][C:29]([N:30]2[C:2]3=[N:3][CH:4]=[C:5]([Cl:16])[CH:6]=[C:7]3[N:8]([CH:34]([CH3:35])[CH3:33])[C:9]2=[O:15])=[CH:31][CH:32]=1)[C:19]1[CH:20]=[CH:21][CH:22]=[CH:23][CH:24]=1 |f:1.2,4.5,7.8,9.10.11,15.16.17.18.19|. Reported procedure: Di-tert-butyl dicarbonate (17.05 mL) was added to a solution of 2,5-dichloropyridin-3-amine (11.4 g) and NaHMDS (81 mL) in THF (dry) (200 mL) at 0° C. The mixture was stirred at 0° C. under a dry atmosphere for 1 h. The mixture was neutralized with 1N HCl at 0° C. and extracted with EtOAc. The organic layer was separated, washed with water and brine, dried over MgSO4 and concentrated in vacuo. The residue was purified by column chromatography (NH silica gel, eluted with 0%-20% EtOAc in hexane) t... The reactants are N#Cc1ccc2c(c1)c(Br)nn2C1CCCCO1, COCCOC, [K+], [K+], [K+], O=P([O-])([O-])[O-], OB(O)c1cc2ccccc2o1. The product is N#Cc1ccc2c(c1)c(-c1cc3ccccc3o1)nn2C1CCCCO1. Reaction SMILES: [Br:1][c:2]1[n:3][n:4]([CH:13]2[O:14][CH2:15][CH2:16][CH2:17][CH2:18]2)[c:5]2[cH:6][cH:7][c:8]([C:11]#[N:12])[cH:9][c:10]12.[CH3:39][O:40][CH2:41][CH2:42][O:43][CH3:44].[K+:36].[K+:37].[K+:38].[P:31]([O-:32])([O-:33])([O-:34])=[O:35].[o:19]1[c:20]([B:28]([OH:29])[OH:30])[cH:21][c:22]2[c:23]1[cH:24][cH:25][cH:26][cH:27]2>>[c:2]1(-[c:20]2[o:19][c:23]3[c:22]([cH:21]2)[cH:27][cH:26][cH:25][cH:24]3)[n:3][n:4]([CH:13]2[O:14][CH2:15][CH2:16][CH2:17][CH2:18]2)[c:5]2[cH:6][cH:7][c:8]([C:11]#[N:12])[cH:9][c:10]12. Starting materials: CCOC(=O)C1CCC(N)CC1, CS(=O)c1nccc(-n2ccc3c(OCCCS(C)(=O)=O)cccc32)n1, C1COCCO1, O. Yields the product CCOC(=O)C1CCC(Nc2nccc(-n3ccc4c(OCCCS(C)(=O)=O)cccc43)n2)CC1. As a reaction SMILES: [CH2:27]([CH3:28])[O:29][C:30](=[O:31])[CH:32]1[CH2:33][CH2:34][CH:35]([NH2:38])[CH2:36][CH2:37]1.[CH3:1][S:2](=[O:3])[c:4]1[n:5][cH:6][cH:7][c:8](-[n:10]2[cH:11][cH:12][c:13]3[c:14]([O:19][CH2:20][CH2:21][CH2:22][S:23](=[O:24])(=[O:25])[CH3:26])[cH:15][cH:16][cH:17][c:18]23)[n:9]1.[O:39]1[CH2:40][CH2:41][O:42][CH2:43][CH2:44]1.[OH2:45]>>[c:4]1([NH:38][CH:35]2[CH2:34][CH2:33][CH:32]([C:30]([O:29][CH2:27][CH3:28])=[O:31])[CH2:37][CH2:36]2)[n:5][cH:6][cH:7][c:8](-[n:10]2[cH:11][cH:12][c:13]3[c:14]([O:19][CH2:20][CH2:21][CH2:22][S:23](=[O:24])(=[O:25])[CH3:26])[cH:15][cH:16][cH:17][c:18]23)[n:9]1.